Dataset: the Open Reaction Database (ORD), a public repository of structured organic reaction records. Task: describe an organic reaction: reactants, conditions, products, and yield The reactants are BrC1=C(C=CC(=C1F)Cl)C(=C(C(=O)OCC)C(=O)OCC)O (Diethyl 2-((2-bromo-4-chloro-3-fluorophenyl) (hydroxy)methylene)malonate). Run in CC(=O)O (AcOH), O (H2O), OS(=O)(=O)O (H2SO4). The product is BrC1=C(C=CC(=C1F)Cl)C(C)=O (1-(2-Bromo-4-chloro-3-fluorophenyl)ethanone). Yield: 84.6%. RXN SMILES: [Br:1][C:2]1[C:7]([F:8])=[C:6]([Cl:9])[CH:5]=[CH:4][C:3]=1[C:10]([OH:22])=[C:11](C(OCC)=O)C(OCC)=O>CC(O)=O.O.OS(O)(=O)=O>[Br:1][C:2]1[C:7]([F:8])=[C:6]([Cl:9])[CH:5]=[CH:4][C:3]=1[C:10](=[O:22])[CH3:11]. Procedure: A solution of Intermediate 12B (18.6 g, 47 mmol) in AcOH (200 mL), H2O (150 mL) and H2SO4 (2.0 mL) was stirred at 110° C. for 4 h. Most of the solvent was removed and the residue was diluted with EtOAc (400 mL), washed with H2O (5×20 mL), saturated NaHCO3, 1N NaOH, and brine. The solvent was removed to give Intermediate 12C (10 g, 84% yield) as a low melting solid. 1H NMR (400 MHz, DMSO-d6) δ 7.42 (q, J=6.8, 6.4 Hz, 1H), 7.24 (q, J=6.4, 5.2 Hz, 1H), 2.5 (s, 3H) ppm.